This data is from the Open Reaction Database (ORD), a public repository of structured organic reaction records. The task is: describe an organic reaction: reactants, conditions, products, and yield Starting materials: C1(=CC=CC=C1)P(C1=CC=CC=C1)C1=CC=CC=C1 (triphenylphosphine), C(C)OC(=O)N=NC(=O)OCC (diethyl-azodicarboxylate), C1(=CC=CC=C1)P(C1=CC=CC=C1)C1=CC=CC=C1 (triphenylphosphine), C(C)OC(=O)N=NC(=O)OCC (diethyl-azodicarboxylate), OCC1=NC=CC=C1 (2-(hydroxymethyl)-pyridine), NC=1SC=2CCN(CCC2N1)CC=CC1=CC(=CC=C1)O (2-amino-6-(3-(3-hydroxy-phenyl)allyl)-4,5,7,8-tetrahydro-6H-thiazolo[5,4-d]azepine). The product is NC=1SC=2CCN(CCC2N1)CC=CC1=CC(=CC=C1)OCC1=NC=CC=C1 (2-Amino-6-(3-(3-(2-pyridylmethoxy)phenyl)allyl)-4,5,7,8-tetrahydro-6H-thiazolo[5,4-d]azepine). Procedure details: A solution of 57 mg (0.33 mmol) of diethyl-azodicarboxylate in 0.15 ml of anhydrous tetrahydrofuran is added dropwise, with stirring and cooling (internal temperature 0° C.), to 100 mg (0.33 mmol) of 2-amino-6-(3-(3-hydroxy-phenyl)allyl)-4,5,7,8-tetrahydro-6H-thiazolo[5,4-d]azepine and 36 mg (0.33 mmol) of 2-(hydroxymethyl)-pyridine and 86 mg (0.33 mmol) of triphenylphosphine in 1 ml of anhydrous tetrahydrofuran. After stirring overnight, whilst heating to ambient temperature, a further 0.33 mmo... Reaction conditions: temperature 0 celsius. RXN SMILES: C(OC(N=NC(OCC)=O)=O)C.[NH2:13][C:14]1[S:15][C:16]2[CH2:17][CH2:18][N:19]([CH2:24][CH:25]=[CH:26][C:27]3[CH:32]=[CH:31][CH:30]=[C:29]([OH:33])[CH:28]=3)[CH2:20][CH2:21][C:22]=2[N:23]=1.O[CH2:35][C:36]1[CH:41]=[CH:40][CH:39]=[CH:38][N:37]=1.C1(P(C2C=CC=CC=2)C2C=CC=CC=2)C=CC=CC=1>O1CCCC1>[NH2:13][C:14]1[S:15][C:16]2[CH2:17][CH2:18][N:19]([CH2:24][CH:25]=[CH:26][C:27]3[CH:32]=[CH:31][CH:30]=[C:29]([O:33][CH2:35][C:36]4[CH:41]=[CH:40][CH:39]=[CH:38][N:37]=4)[CH:28]=3)[CH2:20][CH2:21][C:22]=2[N:23]=1. The solvent is O1CCCC1 (tetrahydrofuran), O1CCCC1 (tetrahydrofuran).